Dataset: the Open Reaction Database (ORD), a public repository of structured organic reaction records. Task: describe an organic reaction: reactants, conditions, products, and yield Starting materials: Cl.BrC=1C=C(C(=O)OCCCN(C)C)C=CC1O (3-dimethylaminopropyl 3-bromo-4-hydroxybenzoate.hydrochloride), [I-].[K+] (potassium iodide), C([O-])([O-])=O.[K+].[K+] (potassium carbonate), C(C)(=O)OC=1C(=C(OCCCBr)C=CC1C(C)=O)CCC (3-(3-acetoxy-4-acetyl-2-propylphenoxy)propylbromide). The solvent is CN(C=O)C (dimethylformamide). Product: C(C)(=O)OC=1C(=C(OCCCOC2=C(C=C(C(=O)OCCCN(C)C)C=C2)Br)C=CC1C(C)=O)CCC (3-dimethylaminopropyl 4-[3-(3-acetoxy-4-acetyl-2-propylphenoxy)propoxy]-3-bromobenzoate). The yield is 69.5%. RXN SMILES: [C:1]([O:4][C:5]1[C:6]([CH2:19][CH2:20][CH3:21])=[C:7]([CH:13]=[CH:14][C:15]=1[C:16](=[O:18])[CH3:17])[O:8][CH2:9][CH2:10][CH2:11]Br)(=[O:3])[CH3:2].Cl.[Br:23][C:24]1[CH:25]=[C:26]([CH:36]=[CH:37][C:38]=1[OH:39])[C:27]([O:29][CH2:30][CH2:31][CH2:32][N:33]([CH3:35])[CH3:34])=[O:28].[I-].[K+].C(=O)([O-])[O-].[K+].[K+]>CN(C)C=O>[C:1]([O:4][C:5]1[C:6]([CH2:19][CH2:20][CH3:21])=[C:7]([CH:13]=[CH:14][C:15]=1[C:16](=[O:18])[CH3:17])[O:8][CH2:9][CH2:10][CH2:11][O:39][C:38]1[CH:37]=[CH:36][C:26]([C:27]([O:29][CH2:30][CH2:31][CH2:32][N:33]([CH3:35])[CH3:34])=[O:28])=[CH:25][C:24]=1[Br:23])(=[O:3])[CH3:2] |f:1.2,3.4,5.6.7|. Reported procedure: In dimethylformamide (30 ml), 3-(3-acetoxy-4-acetyl-2-propylphenoxy)propylbromide (1.6 g) was allowed to react with 3-dimethylaminopropyl 3-bromo-4-hydroxybenzoate.hydrochloride (1.7 g), potassium iodide (0.83 g) and potassium carbonate (0.7 g) at 60°-70° C. for 6 hours with stirring. Insoluble materials were filtered off, and the filtrate was concentrated. The resulting syrup was purified by means of a flash chromatography using silica-gel to give 3-dimethylaminopropyl 4-[3-(3-acetoxy-4-acetyl-...